From a dataset of the Open Reaction Database (ORD), a public repository of structured organic reaction records. describe an organic reaction: reactants, conditions, products, and yield Starting materials: Cl.N1(CCNCC1)C1=NSC2=C1C=CC=C2 (3-(1-piperazinyl)-1,2-benzisothiazole hydrochloride), C([O-])([O-])=O.[Na+].[Na+] (Sodium carbonate), ClC1=C(C=C2CC(NC2=C1)=O)CCCl (6-Chloro-5-(2-Chloroethyl)oxindole). Run in O (water). Run at time 2 hour. Product: C=1C=CC2=C(C1)C(=NS2)N3CCN(CC3)CCC=4C=C5C(=CC4Cl)NC(=O)C5 (Ziprasidone). As a reaction SMILES: C(=O)([O-])[O-].[Na+].[Na+].Cl.[N:8]1([C:14]2[C:18]3[CH:19]=[CH:20][CH:21]=[CH:22][C:17]=3[S:16][N:15]=2)[CH2:13][CH2:12][NH:11][CH2:10][CH2:9]1.[Cl:23][C:24]1[CH:32]=[C:31]2[C:27]([CH2:28][C:29](=[O:33])[NH:30]2)=[CH:26][C:25]=1[CH2:34][CH2:35]Cl>O>[CH:20]1[CH:21]=[CH:22][C:17]2[S:16][N:15]=[C:14]([N:8]3[CH2:13][CH2:12][N:11]([CH2:35][CH2:34][C:25]4[CH:26]=[C:27]5[CH2:28][C:29](=[O:33])[NH:30][C:31]5=[CH:32][C:24]=4[Cl:23])[CH2:10][CH2:9]3)[C:18]=2[CH:19]=1 |f:0.1.2,3.4|. Procedure details: Sodium carbonate (56.3 g) and 500 mL of water were placed into a round bottom flask. Added was 50 g of 3-(1-piperazinyl)-1,2-benzisothiazole hydrochloride and 50 g of 6-Chloro-5-(2-Chloroethyl)oxindole. The reaction mixture was then refluxed for 15 hours. The reaction completion was monitored by TLC. The reaction mass was cooled to room temperature. The resulting compound was filtered and washed with 50 mL of water. The wet compound and 250 mL of acetone were placed into a flask and the reaction... Reactants: C(C)OC(C=1OC=CC1)OCC (2-(diethoxymethyl)furan), [Li]CCCC (n-BuLi), Cl (HCl), CSSC (methyldisulfide). Solvent: C1CCOC1 (THF). Run at temperature -78 celsius, time 1 hour. Yields the product CSC1=CC=C(O1)C=O (5-(Methylthio)furan-2-carbaldehyde). Isolated yield 94.6%. RXN SMILES: C([O:3][CH:4](OCC)[C:5]1[O:6][CH:7]=[CH:8][CH:9]=1)C.[Li]CCCC.[CH3:18][S:19]SC.Cl>C1COCC1>[CH3:18][S:19][C:7]1[O:6][C:5]([CH:4]=[O:3])=[CH:9][CH:8]=1. Procedure details: To a solution of 2-(diethoxymethyl)furan (2.00 g, 11.75 mmol) in dry THF (8 mL) was added a solution of n-BuLi (1.6 M in Hexane) (8.80 mL, 14.1 mmol) at −78° C. The resulting mixture was stirred at −78° C. for 1 h and treated with methyldisulfide (1.06 mL, 11.75 mmol). The reaction mixture was stirred at −78° C. for 30 min followed by warming to 0° C. for 1 hour. HCl (1N) (20 mL) was added and the organic material was extracted with ether (2×50 mL). The combined organic fractions were dried (MgS... Starting materials: Cl.C(C1=CC=CC=C1)(C1=CC=CC=C1)[C@@H]1CNCC[C@@H]1OCC1=CC(=CC(=C1)C(F)(F)F)F (cis-3-Benzhydryl-4-[[3-fluoro-5-(trifluoromethyl)benzyl]oxy]piperidine hydrochloride), FC(C=1C=C(C(=O)O)C=C(C1)C(F)(F)F)(F)F (3,5-bis(trifluoromethyl)benzoic acid). The product is C(C1=CC=CC=C1)(C1=CC=CC=C1)[C@@H]1CN(CC[C@@H]1OCC1=CC(=CC(=C1)C(F)(F)F)F)C(C1=CC(=CC(=C1)C(F)(F)F)C(F)(F)F)=O (cis-3-Benzhydryl-1-[3,5-bis(trifluoromethyl)benzoyl]-4-[[3-fluoro-5-(trifluoromethyl)benzyl]oxy]piperidine). Reaction SMILES: Cl.[CH:2]([C@H:15]1[C@@H:20]([O:21][CH2:22][C:23]2[CH:28]=[C:27]([C:29]([F:32])([F:31])[F:30])[CH:26]=[C:25]([F:33])[CH:24]=2)[CH2:19][CH2:18][NH:17][CH2:16]1)([C:9]1[CH:14]=[CH:13][CH:12]=[CH:11][CH:10]=1)[C:3]1[CH:8]=[CH:7][CH:6]=[CH:5][CH:4]=1.[F:34][C:35]([F:50])([F:49])[C:36]1[CH:37]=[C:38]([CH:42]=[C:43]([C:45]([F:48])([F:47])[F:46])[CH:44]=1)[C:39](O)=[O:40]>>[CH:2]([C@H:15]1[C@@H:20]([O:21][CH2:22][C:23]2[CH:28]=[C:27]([C:29]([F:32])([F:30])[F:31])[CH:26]=[C:25]([F:33])[CH:24]=2)[CH2:19][CH2:18][N:17]([C:39](=[O:40])[C:38]2[CH:42]=[C:43]([C:45]([F:46])([F:47])[F:48])[CH:44]=[C:36]([C:35]([F:34])([F:49])[F:50])[CH:37]=2)[CH2:16]1)([C:9]1[CH:14]=[CH:13][CH:12]=[CH:11][CH:10]=1)[C:3]1[CH:8]=[CH:7][CH:6]=[CH:5][CH:4]=1 |f:0.1|. Reported procedure: The compound (28.8 mg) obtained in Example 26 and 3,5-bis(trifluoromethyl)benzoic acid (31.0 mg) were reacted and treated in the same manner as in the method described in Example 33 to obtain the title compound. Reactants: S(=O)(=O)(OC)OC (dimethyl sulfate), OC=1C=C2C=CC(=CC2=CC1)S(=O)(=O)O (6-hydroxynaphthalene-2-sulfonic acid), [Na] (sodium), [OH-].[Na+] (NaOH). Solvent: O.C(C)O (H2O ethanol). Run at time 16 hour. Product: COC=1C=C2C=CC(=CC2=CC1)S(=O)(=O)O (6-methoxynaphthalene-2-sulfonic acid). Reaction SMILES: [OH:1][C:2]1[CH:3]=[C:4]2[C:9](=[CH:10][CH:11]=1)[CH:8]=[C:7]([S:12]([OH:15])(=[O:14])=[O:13])[CH:6]=[CH:5]2.[Na].[OH-].[Na+].S(OC)(O[CH3:23])(=O)=O>O.C(O)C>[CH3:23][O:1][C:2]1[CH:3]=[C:4]2[C:9](=[CH:10][CH:11]=1)[CH:8]=[C:7]([S:12]([OH:15])(=[O:13])=[O:14])[CH:6]=[CH:5]2 |f:2.3,5.6,^1:15|. Procedure: To a suspension of 6-hydroxynaphthalene-2-sulfonic acid, sodium salt (5 g, 20.3 mmol) in 40 mL of 2:1 H2O/ethanol is added solid NaOH (0.89 g, 22.3 mmol) at room temperature. The resulting black mixture is stirred until a homogenous solution forms, and dimethyl sulfate (2.11 mL, 22.3 mmol) is then added. The mixture is stirred over a period of 16 hours as a precipitate eventually forms. The crude mixture is concentrated in vacuo and the residue is stirred in 70 mL of absolute EtOH as a slurry. T...